Dataset: the Open Reaction Database (ORD), a public repository of structured organic reaction records. Task: describe an organic reaction: reactants, conditions, products, and yield The reactants are FC(CCCCCCCCCCCCCCCNC1=CC=C(C(=O)[O-])C=C1)(F)F.[Na+] (sodium 4-[15-(trifluoromethyl)pentadecylamino]benzoate), C(C)O (ethanol), S(=O)(=O)(C1=CC=C(C)C=C1)OC(C(=O)OCC)C (ethyl α-tosyloxypropionate). The solvent is O (water). Yields the product FC(CCCCCCCCCCCCCCCNC1=CC=C(C(=O)OC(C)C(=O)OCC)C=C1)(F)F (1-(Ethoxycarbonyl)ethyl 4-[15-(trifluoromethyl)pentadecylamino]benzoate). Reaction SMILES: [F:1][C:2]([F:29])([F:28])[CH2:3][CH2:4][CH2:5][CH2:6][CH2:7][CH2:8][CH2:9][CH2:10][CH2:11][CH2:12][CH2:13][CH2:14][CH2:15][CH2:16][CH2:17][NH:18][C:19]1[CH:27]=[CH:26][C:22]([C:23]([O-:25])=[O:24])=[CH:21][CH:20]=1.[Na+].C(O)C.S(O[CH:45]([CH3:51])[C:46]([O:48][CH2:49][CH3:50])=[O:47])(C1C=CC(C)=CC=1)(=O)=O>O>[F:1][C:2]([F:28])([F:29])[CH2:3][CH2:4][CH2:5][CH2:6][CH2:7][CH2:8][CH2:9][CH2:10][CH2:11][CH2:12][CH2:13][CH2:14][CH2:15][CH2:16][CH2:17][NH:18][C:19]1[CH:27]=[CH:26][C:22]([C:23]([O:25][CH:45]([C:46]([O:48][CH2:49][CH3:50])=[O:47])[CH3:51])=[O:24])=[CH:21][CH:20]=1 |f:0.1|. Reported procedure: To a warm mixture of 7 g. sodium 4-[15-(trifluoromethyl)pentadecylamino]benzoate in 100 ml. ethanol is added 4.7 g. of ethyl α-tosyloxypropionate. After 17 hours at reflux, the cooled solution is diluted with an equal volume of water and the resultant precipitate is filtered. After washing with cold ethanol and drying, the product is crystallized from acetonitrile to yield the product as colorless crystals. Reactants: BrC1CCN(CC1)C(=O)OC(C)(C)C (tert-butyl 4-bromo-1-piperidinecarboxylate), [H-].[Na+] (sodium hydride), N1=C(C=CC=C1)S (2-pyridinethiol). The solvent is CCOCC (ether), C(OC)COC (dimethoxyethane), C(OC)COC (dimethoxyethane). Reaction conditions: time 1 hour. The product is N1=C(C=CC=C1)SC1CCN(CC1)C(=O)OC(C)(C)C (tert-Butyl 4-(2-pyridylthio)-1-piperidinecarboxylate). The yield is 79.1%. Reaction SMILES: [H-].[Na+].[N:3]1[CH:8]=[CH:7][CH:6]=[CH:5][C:4]=1[SH:9].Br[CH:11]1[CH2:16][CH2:15][N:14]([C:17]([O:19][C:20]([CH3:23])([CH3:22])[CH3:21])=[O:18])[CH2:13][CH2:12]1>C(COC)OC.CCOCC>[N:3]1[CH:8]=[CH:7][CH:6]=[CH:5][C:4]=1[S:9][CH:11]1[CH2:16][CH2:15][N:14]([C:17]([O:19][C:20]([CH3:23])([CH3:22])[CH3:21])=[O:18])[CH2:13][CH2:12]1 |f:0.1|. Reported procedure: To a slurry of sodium hydride (about 60% oil suspension, 397 mg) in dimethoxyethane (4 ml) was added a solution of 2-pyridinethiol (1.05 g) in dimethoxyethane (6 ml) at 0° C., and the mixture was stirred at room temperature for 1 hour. To the mixture was added tert-butyl 4-bromo-1-piperidinecarboxylate (2.74 g), and the mixture was refluxed for 2 hours. After cooling, the resulting suspension was diluted with ether and filtered through a pad of Celite. The filtrate was washed with brine, dried o...